This data is from the Open Reaction Database (ORD), a public repository of structured organic reaction records. The task is: describe an organic reaction: reactants, conditions, products, and yield Starting materials: CCOC(C)=O, CCOC(=O)Cc1ccc(Oc2ccc(C(=O)NCCc3ccc(Cl)cc3)cc2)c(-c2cccs2)c1, Cl, [Na+], C1COCCO1, [OH-], O. Yields the product O=C(O)Cc1ccc(Oc2ccc(C(=O)NCCc3ccc(Cl)cc3)cc2)c(-c2cccs2)c1. RXN SMILES: [CH3:46][CH2:47][O:48][C:49](=[O:50])[CH3:51].[Cl:1][c:2]1[cH:3][cH:4][c:5]([CH2:6][CH2:7][NH:8][C:9](=[O:10])[c:11]2[cH:12][cH:13][c:14]([O:15][c:16]3[c:17](-[c:28]4[s:29][cH:30][cH:31][cH:32]4)[cH:18][c:19]([CH2:22][C:23](=[O:24])[O:25][CH2:26][CH3:27])[cH:20][cH:21]3)[cH:33][cH:34]2)[cH:35][cH:36]1.[ClH:52].[Na+:38].[O:40]1[CH2:41][CH2:42][O:43][CH2:44][CH2:45]1.[OH-:37].[OH2:39]>>[Cl:1][c:2]1[cH:3][cH:4][c:5]([CH2:6][CH2:7][NH:8][C:9](=[O:10])[c:11]2[cH:12][cH:13][c:14]([O:15][c:16]3[c:17](-[c:28]4[s:29][cH:30][cH:31][cH:32]4)[cH:18][c:19]([CH2:22][C:23](=[O:24])[OH:25])[cH:20][cH:21]3)[cH:33][cH:34]2)[cH:35][cH:36]1. Reactants: ClC1=C(C=C2C(N(C(C2=C1)=O)CC=1C=NC=CC1)=O)S(=O)(=O)N (6-Chloro-2,3-dihydro-1,3-dioxo-2-(3-pyridinylmethyl)-1H-isoindole-5-sulfonamide), ClC=1C=C2C(C(=O)NC2=O)=CC1S(N)(=O)=O (4-chloro-5-sulfamoylphthalimide), NCC=1C=NC=CC1 (3-(aminomethyl)pyridine). The product is O=C1NC(C2=CC=CC=C12)=O (1,3-dioxoisoindole). The yield is 73.0%. Reaction SMILES: Cl[C:2]1[CH:10]=[C:9]2[C:5]([C:6](=[O:19])[N:7](CC3C=NC=CC=3)[C:8]2=[O:11])=[CH:4][C:3]=1S(N)(=O)=O.ClC1C=C2C(=O)NC(=O)C2=CC=1S(=O)(=O)N.NCC1C=NC=CC=1>>[O:19]=[C:6]1[C:5]2[C:9](=[CH:10][CH:2]=[CH:3][CH:4]=2)[C:8](=[O:11])[NH:7]1. Reported procedure: 6-Chloro-2,3-dihydro-1,3-dioxo-2-(3-pyridinylmethyl)-1H-isoindole-5-sulfonamide. Reaction of a mixture of 4-chloro-5-sulfamoylphthalimide and 3-(aminomethyl)pyridine according to the procedure of Example 1(a) afforded a 73% yield of the 1,3-dioxoisoindole intermediate. Crystallization of this material from dimethylformamide-methanol provided analytically pure 6-chloro-2,3-dihydro-1,3-dioxo-2-(3-pyridinylmethyl)-1H-isoindole-5-sulfonamide, m.p. 210°-212°. The reactants are CO, C[O-], Cl, [Na+], S, N#Cc1cnc2[nH]cncc1-2. Product: NC(=S)c1cnc2[nH]cncc1-2. Reaction SMILES: [CH3:17][OH:18].[CH3:1][O-:2].[ClH:16].[Na+:3].[SH2:4].[nH:5]1[cH:6][n:7][cH:8][c:9]2[c:13]([C:14]#[N:15])[cH:12][n:11][c:10]1-2>>[S:4]=[C:14]([c:13]1[c:9]2[cH:8][n:7][cH:6][nH:5][c:10]-2[n:11][cH:12]1)[NH2:15]. The reactants are compound V, VI, product VI, C[C@@]12C(CC[C@H]1[C@@H]1C=CC3=CC(CC[C@]3(C)[C@H]1CC2)=O)=O (androsta-4,6-diene-3,17-dione), CC(=O)C (acetone), O[C@@H]1C[C@@H]2[C@]3(CCC(C=C3CC[C@H]2[C@@H]2CCC([C@]21C)=O)=O)C (12β-hydroxyandrost-4-ene-3,17-dione). Run in CCCCCC.C(C)(=O)OCC (hexane ethyl acetate). The product is VI, O[C@@H]1C[C@@H]2[C@]3(CCC(C=C3C=C[C@H]2[C@@H]2CCC([C@]21C)=O)=O)C (12β-hydroxyandrosta-4,6-diene-3,17-dione). As a reaction SMILES: C[C@]12CC[C@H]3[C@@H](C=CC4[C@]3(C)CCC(=O)C=4)[C@@H]1CCC2=O.CC(C)=O.[OH:26][C@H:27]1[C@@:43]2([CH3:44])[C@@H:39]([CH2:40][CH2:41][C:42]2=[O:45])[C@H:38]2[C@@H:29]([C@:30]3([CH3:47])[C:35]([CH2:36][CH2:37]2)=[CH:34][C:33](=[O:46])[CH2:32][CH2:31]3)[CH2:28]1>CCCCCC.C(OCC)(=O)C>[OH:26][C@H:27]1[C@@:43]2([CH3:44])[C@@H:39]([CH2:40][CH2:41][C:42]2=[O:45])[C@H:38]2[C@@H:29]([C@:30]3([CH3:47])[C:35]([CH:36]=[CH:37]2)=[CH:34][C:33](=[O:46])[CH2:32][CH2:31]3)[CH2:28]1 |f:3.4|. Reported procedure: Product C is seen to contain compounds of low polarity. A portion (26 g) is chromatographed on silica gel using a gradient of acetone in chloroform to separate the components. From the eluate comprising 10% acetone a fraction containing IV is obtained. This is re-chromatographed on silica gel with equal parts of hexane and ethyl acetate as eluent and provides a fraction which on recrystallising the product from aqueous ethanol gives pure IV, seen to be androsta-4,6-diene-3,17-dione, melting poin... Starting materials: BrC1=C(N=C(S1)C)C1=CC=C(C=C1)OC (5-Bromo-4-(4-methoxy-phenyl)-2-methyl-thiazole), C(#N)[Cu] (CuCN), Cl (HCl). Solvent: N1=CC=CC=C1 (pyridine). Run at temperature 150 celsius. The product is COC1=CC=C(C=C1)C=1N=C(SC1C#N)C (4-(4-Methoxy-phenyl)-2-methyl-thiazole-5-carbonitrile). Yield: 93.1%. RXN SMILES: Br[C:2]1[S:6][C:5]([CH3:7])=[N:4][C:3]=1[C:8]1[CH:13]=[CH:12][C:11]([O:14][CH3:15])=[CH:10][CH:9]=1.[C:16]([Cu])#[N:17].Cl>N1C=CC=CC=1>[CH3:15][O:14][C:11]1[CH:12]=[CH:13][C:8]([C:3]2[N:4]=[C:5]([CH3:7])[S:6][C:2]=2[C:16]#[N:17])=[CH:9][CH:10]=1. Reported procedure: To a solution of 5-Bromo-4-(4-methoxy-phenyl)-2-methyl-thiazole (2.0 g, 7.0 mmol) in 15 ml of pyridine was added CuCN (3.10 g, 35.2 mmol) and the reaction mixture was heated to 150° C. in microwave for 2 h. After the completion of the reaction pH was adjusted to 3-4 with 1 N HCl solution and extracted with ethyl acetate (3×50 mL). The combined organics was washed with water, brine, dried (Na2SO4), filtered and concentrated. The crude residue was purified over silica gel (60-120 M, 12% EtOAc-Hexa... Starting materials: Cc1cc(C(=O)Cl)n(C)n1, Nc1ccc(Oc2ccc(Cl)c(N)c2)cn1, C1CCOC1, c1ccncc1. Product: Cc1cc(C(=O)Nc2cc(Oc3ccc(N)nc3)ccc2Cl)n(C)n1. As a reaction SMILES: [CH3:23][n:24]1[n:25][c:26]([CH3:32])[cH:27][c:28]1[C:29](=[O:30])[Cl:31].[NH2:1][c:2]1[cH:3][c:4]([O:5][c:6]2[cH:7][cH:8][c:9]([NH2:12])[n:10][cH:11]2)[cH:13][cH:14][c:15]1[Cl:16].[O:33]1[CH2:34][CH2:35][CH2:36][CH2:37]1.[cH:17]1[cH:18][cH:19][n:20][cH:21][cH:22]1>>[NH:1]([c:2]1[cH:3][c:4]([O:5][c:6]2[cH:7][cH:8][c:9]([NH2:12])[n:10][cH:11]2)[cH:13][cH:14][c:15]1[Cl:16])[C:29]([c:28]1[n:24]([CH3:23])[n:25][c:26]([CH3:32])[cH:27]1)=[O:30]. Starting materials: BrC1=CC=C(C(=O)O)C=C1 (4- bromobenzoic acid), S(=O)(Cl)Cl (thionyl chloride). Solvent: C(Cl)(Cl)(Cl)Cl (carbon tetrachloride). Product: BrC1=CC=C(C(=O)Cl)C=C1 (4-Bromobenzoyl Chloride). RXN SMILES: [Br:1][C:2]1[CH:10]=[CH:9][C:5]([C:6](O)=[O:7])=[CH:4][CH:3]=1.S(Cl)([Cl:13])=O>C(Cl)(Cl)(Cl)Cl>[Br:1][C:2]1[CH:10]=[CH:9][C:5]([C:6]([Cl:13])=[O:7])=[CH:4][CH:3]=1. Procedure details: A solution of 4- bromobenzoic acid (0.113 moles) and thionyl chloride (45 ml) in carbon tetrachloride (100 ml) was heated at reflux for 3.5 hours. Solvent and excess thionyl chloride were removed under reduced pressure and the crude 4-bromobenzoyl chloride was used in subsequent reactions without further purification. ##STR6## The reactants are ClCl (chlorine), 140, FC1=C(NC(C)=O)C=CC=C1 (2'-fluoroacetanilide), ice water. Solvent: C(C)(=O)O (acetic acid). Run at time 4 hour. The product is 119, ClC1=CC(=C(NC(C)=O)C=C1)F (4'-chloro-2'-fluoroacetanilide). Reaction SMILES: [Cl:1]Cl.[F:3][C:4]1[CH:13]=[CH:12][CH:11]=[CH:10][C:5]=1[NH:6][C:7](=[O:9])[CH3:8]>C(O)(=O)C>[Cl:1][C:12]1[CH:11]=[CH:10][C:5]([NH:6][C:7](=[O:9])[CH3:8])=[C:4]([F:3])[CH:13]=1. Procedure: Seventy-one parts of liquid chlorine were added to a solution of 140 parts of 2'-fluoroacetanilide in 500 parts glacial acetic acid, during one hour, at 25°-27°, with ice water cooling. While stirring for 4 hours at 25°-27°, 4'-chloro-2'-fluoroacetanilide precipitated. After collecting the product by filtration, the filtrate was poured into 2000 parts of ice. The resulting second portion of precipitated product was collected by filtration, combined with the first portion and recrystallized from ...